From a dataset of the Open Reaction Database (ORD), a public repository of structured organic reaction records. describe an organic reaction: reactants, conditions, products, and yield Starting materials: COCCOC, CSCCl, [I-], [Na+], [Na], COC(=O)c1ccc(CO)cc1. Product: COC(=O)c1ccc(COCSC)cc1. As a reaction SMILES: [CH2:20]([CH2:21][O:22][CH3:23])[O:24][CH3:25].[CH3:1][S:2][CH2:3][Cl:4].[I-:19].[Na+:18].[Na:5].[OH:6][CH2:7][c:8]1[cH:9][cH:10][c:11]([C:12](=[O:13])[O:14][CH3:15])[cH:16][cH:17]1>>[CH3:1][S:2][CH2:3][O:6][CH2:7][c:8]1[cH:9][cH:10][c:11]([C:12](=[O:13])[O:14][CH3:15])[cH:16][cH:17]1.